Dataset: the Open Reaction Database (ORD), a public repository of structured organic reaction records. Task: describe an organic reaction: reactants, conditions, products, and yield Starting materials: S1C=CC2=C1CCNCC2O (5,6,7,8-tetrahydro-4H-thieno[2,3-d]azepin-4-ol), ClC=1C=C(C=CC1Cl)F (3,4-dichloro-1-fluorobenzene). The product is Cl.ClC=1C=C(C=CC1Cl)OC1C2=C(CCNC1)SC=C2 (4-(3,4-Dichlorophenyloxy)-5,6,7,8-tetrahydro-4H-thieno[2,3-d]azepine hydrochloride). RXN SMILES: [S:1]1[C:5]2[CH2:6][CH2:7][NH:8][CH2:9][CH:10]([OH:11])[C:4]=2[CH:3]=[CH:2]1.[Cl:12][C:13]1[CH:14]=[C:15](F)[CH:16]=[CH:17][C:18]=1[Cl:19]>>[ClH:12].[Cl:12][C:13]1[CH:14]=[C:15]([O:11][CH:10]2[CH2:9][NH:8][CH2:7][CH2:6][C:5]3[S:1][CH:2]=[CH:3][C:4]2=3)[CH:16]=[CH:17][C:18]=1[Cl:19] |f:2.3|. Procedure: The same method as in Example 3 was conducted using 5,6,7,8-tetrahydro-4H-thieno[2,3-d]azepin-4-ol (Reference Example 29) instead of 6-methyl-4,5,6,7-tetrahydrothieno[2,3-c]pyridin-4-ol (Reference Example 6) and was conducted using 3,4-dichloro-1-fluorobenzene instead of 1,3-difluorobenzene to give the objective compound.